From a dataset of the Open Reaction Database (ORD), a public repository of structured organic reaction records. describe an organic reaction: reactants, conditions, products, and yield The reactants are C1(=CC=CC=C1)C1=CC=C(CC(CCl)=C)C=C1 (2-[(4-phenyl)benzyl]-2-propenyl chloride), CC1CNCC(C1)C (3,5-dimethylpiperidine), [OH-].[Na+] (sodium hydroxide). Reaction conditions: temperature 120 celsius. Product: C1(=CC=CC=C1)C1=CC=C(CC(CN2CC(CC(C2)C)C)=C)C=C1 (1-[2-[(4-phenyl)benzyl]-2-propenyl]-3,5-dimethylpiperidine). Reaction SMILES: [C:1]1([C:7]2[CH:17]=[CH:16][C:10]([CH2:11][C:12](=[CH2:15])[CH2:13]Cl)=[CH:9][CH:8]=2)[CH:6]=[CH:5][CH:4]=[CH:3][CH:2]=1.[CH3:18][CH:19]1[CH2:24][CH:23]([CH3:25])[CH2:22][NH:21][CH2:20]1.[OH-].[Na+]>>[C:1]1([C:7]2[CH:17]=[CH:16][C:10]([CH2:11][C:12](=[CH2:15])[CH2:13][N:21]3[CH2:22][CH:23]([CH3:25])[CH2:24][CH:19]([CH3:18])[CH2:20]3)=[CH:9][CH:8]=2)[CH:6]=[CH:5][CH:4]=[CH:3][CH:2]=1 |f:2.3|. Procedure: A mixture of 2-[(4-phenyl)benzyl]-2-propenyl chloride (4 g.), synthesized by method utilized in Example 1, and 3,5-dimethylpiperidine (3.7 g.) was heated at 120° C. for five hours. The mixture was cooled to room temperature and neutralized with 25% aqueous sodium hydroxide (15 ml.). The mixture was extracted with toluene, dried over sodium sulfate and evaporated to give an oil which partially solidified on standing. The product was triturated with petroleum ether, having a boiling point range of... As a reaction SMILES: [Cl:1][C:2]1[CH:20]=[CH:19][C:5]([C:6]([C:8]2[CH:9]=[C:10]([CH2:14][CH2:15][C:16](O)=[O:17])[CH:11]=[CH:12][CH:13]=2)=[O:7])=[CH:4][CH:3]=1.S(Cl)([Cl:23])=O>>[Cl:1][C:2]1[CH:20]=[CH:19][C:5]([C:6]([C:8]2[CH:9]=[C:10]([CH2:14][CH2:15][C:16]([Cl:23])=[O:17])[CH:11]=[CH:12][CH:13]=2)=[O:7])=[CH:4][CH:3]=1. The product is ClC1=CC=C(C(=O)C=2C=C(C=CC2)CCC(=O)Cl)C=C1 (3-(3'-p-chlorobenzoyl-phenyl)-propionyl chloride). Procedure details: 6.96 g of 3-(3'-p-chlorobenzoyl-phenyl)-propionic acid and 70 ml of thionyl chloride were refluxed for 3 hours and then evaporated to dryness. The residue was taken up in 100 ml of benzene and evaporated to dryness to obtain 8.7 g of 3-(3'-p-chlorobenzoyl-phenyl)-propionyl chloride which was used as is. The reactants are ClC1=CC=C(C(=O)C=2C=C(C=CC2)CCC(=O)O)C=C1 (3-(3'-p-chlorobenzoyl-phenyl)-propionic acid), S(=O)(Cl)Cl (thionyl chloride). Starting materials: ClC1=CC=C(C=C1)C1=CC(=NC=C1OCC(F)(F)F)C(=O)O (4-(4-chloro-phenyl)-5-(2,2,2-trifluoro-ethoxy)-pyridine-2-carboxylic acid), C(C)C1=NOC(=C1)CN (3-ethyl-5-isoxazolemethanamine). Yields the product C(C)C1=NOC(=C1)CNC(=O)C1=NC=C(C(=C1)C1=CC=C(C=C1)Cl)OCC(F)(F)F (4-(4-chloro-phenyl)-5-(2,2,2-trifluoro-ethoxy)-pyridine-2-carboxylic acid (3-ethyl-isoxazol-5-ylmethyl)-amide). As a reaction SMILES: [Cl:1][C:2]1[CH:7]=[CH:6][C:5]([C:8]2[C:13]([O:14][CH2:15][C:16]([F:19])([F:18])[F:17])=[CH:12][N:11]=[C:10]([C:20]([OH:22])=O)[CH:9]=2)=[CH:4][CH:3]=1.[CH2:23]([C:25]1[CH:29]=[C:28]([CH2:30][NH2:31])[O:27][N:26]=1)[CH3:24]>>[CH2:23]([C:25]1[CH:29]=[C:28]([CH2:30][NH:31][C:20]([C:10]2[CH:9]=[C:8]([C:5]3[CH:4]=[CH:3][C:2]([Cl:1])=[CH:7][CH:6]=3)[C:13]([O:14][CH2:15][C:16]([F:19])([F:17])[F:18])=[CH:12][N:11]=2)=[O:22])[O:27][N:26]=1)[CH3:24]. Procedure: The title compound was synthesized in analogy to Example 1, using 4-(4-chloro-phenyl)-5-(2,2,2-trifluoro-ethoxy)-pyridine-2-carboxylic acid (example D) and 3-ethyl-5-isoxazolemethanamine as starting materials; LC-MS (UV peak area/ESI) 100%, 440.0985 (M+H)+. Starting materials: CC=1C(=CC2=CC3=C(C(=C2C1O)O)C(=O)[C@H]([C@@H](C3)[C@@H](C(=O)[C@H]([C@@H](C)O)O)OC)O[C@H]4C[C@H]([C@@H]([C@H](O4)C)O)O[C@@H]5C[C@H]([C@H]([C@H](O5)C)O[C@@H]6C[C@]([C@@H]([C@H](O6)C)O)(C)O)O)O[C@H]7C[C@H]([C@@H]([C@H](O7)C)O)O[C@@H]8C[C@H]([C@@H]([C@H](O8)C)O)O (Mithramycin), CN(C=O)C (dimethylformamide), [OH-].[Na+] (NaOH), heparin adipic hydrazide, Sephadex, Heparin adipic hydrazide. Run in O (H2O), P(=O)([O-])([O-])[O-].[Na+].[Na+].[Na+] (sodium phosphate). Reaction conditions: time 2 day. Yields the product heparin, C1=CC=CC=2C3=CC=CC=C3NC12 (carbazole). As a reaction SMILES: CC1C(O[C@@H]2O[C@H](C)[C@@H](O)[C@H](O[C@H]3O[C@H](C)[C@@H](O)[C@H](O)C3)C2)=C[C:5]2[C:10](C=1O)=[C:9](O)[C:8]1C([C@@H](O[C@@H]3O[C@H](C)[C@@H](O)[C@H](O[C@H]4O[C@H](C)[C@H](O[C@H]5O[C@H](C)[C@@H](O)[C@](O)(C)C5)[C@H](O)C4)C3)[C@H:17]([C@H:19](OC)[C:20]([C@@H:22](O)[C@H:23](O)C)=O)[CH2:18][C:7]=1[CH:6]=2)=O.[OH-].[Na+].C[N:80](C)C=O>P([O-])([O-])([O-])=O.[Na+].[Na+].[Na+].O>[CH:9]1[C:8]2[NH:80][C:17]3[C:18](=[CH:23][CH:22]=[CH:20][CH:19]=3)[C:7]=2[CH:6]=[CH:5][CH:10]=1 |f:1.2,4.5.6.7|. Procedure: Heparin adipic hydrazide (70 mg) was dissolved in 6 ml of 0.1M sodium phosphate buffer, pH 5.8. Mithramycin (10 mg) was dissolved in 1 ml dimethylformamide and this solution was mixed with the heparin adipic hydrazide solution and left for 21/2 days at room temperature. The reaction mixture was then applied to a column of Sephadex G25 equilibrated in H2O whose pH had been raised to approximately 10 by the addition of dilute NaOH. The conjugate, which elated in the void volume, was collected and ...